From a dataset of the Open Reaction Database (ORD), a public repository of structured organic reaction records. describe an organic reaction: reactants, conditions, products, and yield Reactants: [O-][n+]1c(Cl)ccc2ccccc21, Cl, [Na+], O, [SH-], S. Yields the product [O-][n+]1c(S)ccc2ccccc21. Reaction SMILES: [Cl:1][c:2]1[n+:3]([O-:12])[c:4]2[cH:5][cH:6][cH:7][cH:8][c:9]2[cH:10][cH:11]1.[ClH:15].[Na+:14].[OH2:17].[SH-:13].[SH2:16]>>[c:2]1([SH:13])[n+:3]([O-:12])[c:4]2[cH:5][cH:6][cH:7][cH:8][c:9]2[cH:10][cH:11]1. The reactants are B, C1CCOC1, CSC, CO, COB(OC)OC, O=C(O)c1c(F)cccc1I. Yields the product OCc1c(F)cccc1I. RXN SMILES: [BH3:15].[CH2:18]1[O:19][CH2:20][CH2:21][CH2:22]1.[CH3:12][S:13][CH3:14].[CH3:16][OH:17].[CH3:23][O:24][B:25]([O:26][CH3:27])[O:28][CH3:29].[F:1][c:2]1[c:3]([C:4](=[O:5])[OH:6])[c:7]([I:11])[cH:8][cH:9][cH:10]1>>[F:1][c:2]1[c:3]([CH2:4][OH:5])[c:7]([I:11])[cH:8][cH:9][cH:10]1. The reactants are ( l ), C(C)(C)(C)OC(=O)N1C[C@H]([C@@H]([C@H](C1)OCC1=CC2=CC=CC=C2C(=C1)OC)C1=CC=C(C=C1)OCCCOCC1=C(C=CC=C1)OC)OC[C@H](COC)O ((3S,4R,5R)-3-[(2S)-2-hydroxy-3-methoxy-propoxy]-4-[4-[3-(2-methoxy-benzyloxy)-propoxy]-phenyl]-5(4-methoxy-naphthalen-2-ylmethoxy)-piperidine-1-carboxylic acid tert-butyl ester), Cl (HCl). Solvent: CO (methanol). The product is COC[C@@H](CO[C@@H]1CNC[C@@H]([C@H]1C1=CC=C(C=C1)OCCCOCC1=C(C=CC=C1)OC)OCC1=CC2=CC=CC=C2C(=C1)OC)O ((2S)-1-methoxy-3-[(3S,4R,5R)-4-[4-[3-(2-methoxy-benzyloxy)-propoxy]-phenyl]-5-(4-methoxy-naphthalen-2-ylmethoxy)-piperidin-3-yloxy]-propan-2-ol). As a reaction SMILES: C(OC([N:8]1[CH2:13][C@H:12]([O:14][CH2:15][C:16]2[CH:25]=[C:24]([O:26][CH3:27])[C:23]3[C:18](=[CH:19][CH:20]=[CH:21][CH:22]=3)[CH:17]=2)[C@@H:11]([C:28]2[CH:33]=[CH:32][C:31]([O:34][CH2:35][CH2:36][CH2:37][O:38][CH2:39][C:40]3[CH:45]=[CH:44][CH:43]=[CH:42][C:41]=3[O:46][CH3:47])=[CH:30][CH:29]=2)[C@H:10]([O:48][CH2:49][C@@H:50]([OH:54])[CH2:51][O:52][CH3:53])[CH2:9]1)=O)(C)(C)C.Cl>CO>[CH3:53][O:52][CH2:51][C@H:50]([OH:54])[CH2:49][O:48][C@H:10]1[C@H:11]([C:28]2[CH:33]=[CH:32][C:31]([O:34][CH2:35][CH2:36][CH2:37][O:38][CH2:39][C:40]3[CH:45]=[CH:44][CH:43]=[CH:42][C:41]=3[O:46][CH3:47])=[CH:30][CH:29]=2)[C@@H:12]([O:14][CH2:15][C:16]2[CH:25]=[C:24]([O:26][CH3:27])[C:23]3[C:18](=[CH:19][CH:20]=[CH:21][CH:22]=3)[CH:17]=2)[CH2:13][NH:8][CH2:9]1. Procedure: In analogy to the procedure described in example 1) (l) the (3S,4R,5R)-3-[(2S)-2-hydroxy-3-methoxy-propoxy]-4-[4-[3-(2-methoxy-benzyloxy)-propoxy]-phenyl]-5(4-methoxy-naphthalen-2-ylmethoxy)-piperidine-1-carboxylic acid tert-butyl ester was deprotected with HCl in methanol to yield the (2S)-1-methoxy-3-[(3S,4R,5R)-4-[4-[3-(2-methoxy-benzyloxy)-propoxy]-phenyl]-5-(4-methoxy-naphthalen-2-ylmethoxy)-piperidin-3-yloxy]-propan-2-ol as colorless oil; MS: 646.3 (M+H)+. The reactants are COC(=O)NC(Cc1ccccc1-c1cccc(F)c1)C(=O)O, CC(C)CN(C(CO)CCCCN)S(=O)(=O)c1ccc(N)c(Cl)c1. Yields the product COC(=O)NC(Cc1ccccc1-c1cccc(F)c1)C(=O)NCCCCC(CO)N(CC(C)C)S(=O)(=O)c1ccc(N)c(Cl)c1. Reaction SMILES: [F:25][c:26]1[cH:27][c:28](-[c:32]2[c:33]([CH2:38][CH:39]([C:40](=[O:41])[OH:42])[NH:43][C:44](=[O:45])[O:46][CH3:47])[cH:34][cH:35][cH:36][cH:37]2)[cH:29][cH:30][cH:31]1.[NH2:1][c:2]1[c:3]([Cl:24])[cH:4][c:5]([S:8](=[O:9])(=[O:10])[N:11]([CH2:12][CH:13]([CH3:14])[CH3:15])[CH:16]([CH2:17][CH2:18][CH2:19][CH2:20][NH2:21])[CH2:22][OH:23])[cH:6][cH:7]1>>[NH2:1][c:2]1[c:3]([Cl:24])[cH:4][c:5]([S:8](=[O:9])(=[O:10])[N:11]([CH2:12][CH:13]([CH3:14])[CH3:15])[CH:16]([CH2:17][CH2:18][CH2:19][CH2:20][NH:21][C:40]([CH:39]([CH2:38][c:33]2[c:32](-[c:28]3[cH:27][c:26]([F:25])[cH:31][cH:30][cH:29]3)[cH:37][cH:36][cH:35][cH:34]2)[NH:43][C:44](=[O:45])[O:46][CH3:47])=[O:41])[CH2:22][OH:23])[cH:6][cH:7]1. Reactants: ClC1=NC=NC(=C1CCC)CN1C(=NC=C1)C1=NC=CC=C1F (4-chloro-6-[2-(3-fluoro-pyridin-2-yl)-imidazol-1-ylmethyl]-5-propyl-pyrimidine), O.NN (hydrazine monohydrate), C(CC)C=1C(=NC=NC1CBr)Cl (5-propyl-6-bromomethyl-4-chloro-pyrimidine), FC=1C(=NC=CC1)C=1NC=CN1 (3-fluoro-2-(1H-imidazol-2-yl)-pyridine). Run in CCO (EtOH). Conditions: temperature 70 celsius. The product is FC=1C(=NC=CC1)C=1N(C=CN1)CC1=C(C(=NC=N1)NN)CCC ({6-[2-(3-fluoro-pyridin-2-yl)-imidazol-1-ylmethyl]-5-propyl-pyrimidin-4-yl}-hydrazine). Reaction SMILES: Cl[C:2]1[C:7]([CH2:8][CH2:9][CH3:10])=[C:6]([CH2:11][N:12]2[CH:16]=[CH:15][N:14]=[C:13]2[C:17]2[C:22]([F:23])=[CH:21][CH:20]=[CH:19][N:18]=2)[N:5]=[CH:4][N:3]=1.C(C1C(Cl)=NC=NC=1CBr)CC.FC1C(C2NC=CN=2)=NC=CC=1.O.[NH2:49][NH2:50]>CCO>[F:23][C:22]1[C:17]([C:13]2[N:12]([CH2:11][C:6]3[N:5]=[CH:4][N:3]=[C:2]([NH:49][NH2:50])[C:7]=3[CH2:8][CH2:9][CH3:10])[CH:16]=[CH:15][N:14]=2)=[N:18][CH:19]=[CH:20][CH:21]=1 |f:3.4|. Procedure details: A mixture of 4-chloro-6-[2-(3-fluoro-pyridin-2-yl)-imidazol-1-ylmethyl]-5-propyl-pyrimidine (prepared from 5-propyl-6-bromomethyl-4-chloro-pyrimidine and 3-fluoro-2-(1H-imidazol-2-yl)-pyridine essentially as described in Example 1) (2.5 g, 7.5 mmol) and hydrazine monohydrate (1.37 g, 27.4 mmol) in EtOH (15 mL) is heated in a sealed tube at 70° C. overnight. The solvent is removed in vacuo and the residue is triturated with ethyl acetate and ethyl ether. Filtration gives a white solid (131) which... Solvent: C[Si](N[Si](C)(C)C)(C)C (hexamethyldisilazane). The reactants are FC(C=1C(NC(NC1)=O)=O)(F)F (5-trifluoromethyluracil), C[Si](Cl)(C)C (trimethylchlorosilane). As a reaction SMILES: [F:1][C:2]([F:12])([F:11])[C:3]1[C:4](=[O:10])[NH:5][C:6](=[O:9])[NH:7][CH:8]=1.[CH3:13][Si:14]([CH3:17])([CH3:16])Cl>C[Si](C)(C)N[Si](C)(C)C>[F:12][C:2]([F:11])([F:1])[C:3]1[C:4]([O:10][Si:14]([CH3:17])([CH3:16])[CH3:13])=[N:5][C:6]([O:9][Si:14]([CH3:17])([CH3:16])[CH3:13])=[N:7][CH:8]=1. Yields the product FC(C=1C(=NC(=NC1)O[Si](C)(C)C)O[Si](C)(C)C)(F)F (5-trifluoromethyl-2,4-bis(trimethylsilyloxy)pyrimidine). Reported procedure: In 50 ml of hexamethyldisilazane, 6.16 g of 5-trifluoromethyluracil was suspended and then 0.22 ml of trimethylchlorosilane was added to the suspension, followed by heating the resulting mixture to reflux for 5 hours. After the reaction, the excess hexamethyldisilazane was removed by evaporation and the resultant was distilled in vacuum. All of the fractions of distillate obtained at about 60° C. under 1 mmHg were collected. Yield: 10.3 g The solvent is O1CCOCC1 (dioxane). Yields the product ClC=1C(=C(C=NC1)O)COC1OCCCC1 (5-Chloro-4-(tetrahydro-pyran-2-yloxymethyl)-pyridin-3-ol). Procedure: Potassium tert-butylate (1.77 g, 15.80 mmol) was added to a stirred solution of 3,5-dichloro-4-(tetrahydro-pyran-2-yloxymethyl)-pyridine (825 mg, 3.16 mmol) in dioxane. After stirring for 3 d at 100° C. the solvent was removed in vacuo. The resulting title compound was used for the next reaction without purification. MS (m/z): 243.8 [M+H+]. Run at temperature 100 celsius, time 3 day. RXN SMILES: CC([O-:5])(C)C.[K+].[Cl:7][C:8]1[CH:9]=[N:10][CH:11]=[C:12](Cl)[C:13]=1[CH2:14][O:15][CH:16]1[CH2:21][CH2:20][CH2:19][CH2:18][O:17]1>O1CCOCC1>[Cl:7][C:8]1[C:13]([CH2:14][O:15][CH:16]2[CH2:21][CH2:20][CH2:19][CH2:18][O:17]2)=[C:12]([OH:5])[CH:11]=[N:10][CH:9]=1 |f:0.1|. Starting materials: CC(C)(C)[O-].[K+] (Potassium tert-butylate), ClC=1C=NC=C(C1COC1OCCCC1)Cl (3,5-dichloro-4-(tetrahydro-pyran-2-yloxymethyl)-pyridine). Starting materials: Cc1c(O)cccc1Br, CCOC(=O)C(C#N)=Cc1cc(OC)c(OC)c2c1C=CCO2, [BH3-]C#N, CC(=O)O, CCO, [Na+]. Yields the product CCOC(=O)C(C#N)Cc1cc(OC)c(OC)c2c1C=CCO2. RXN SMILES: [Br:28][c:29]1[cH:30][cH:31][cH:32][c:33]([OH:34])[c:35]1[CH3:36].[C:1](#[N:2])[C:3]([C:4](=[O:5])[O:6][CH2:7][CH3:8])=[CH:9][c:10]1[cH:11][c:12]([O:22][CH3:23])[c:13]([O:20][CH3:21])[c:14]2[c:15]1[CH:16]=[CH:17][CH2:18][O:19]2.[C:37]([BH3-:38])#[N:39].[CH3:24][C:25](=[O:26])[OH:27].[CH3:41][CH2:42][OH:43].[Na+:40]>>[C:1](#[N:2])[CH:3]([C:4](=[O:5])[O:6][CH2:7][CH3:8])[CH2:9][c:10]1[cH:11][c:12]([O:22][CH3:23])[c:13]([O:20][CH3:21])[c:14]2[c:15]1[CH:16]=[CH:17][CH2:18][O:19]2.